From a dataset of the Open Reaction Database (ORD), a public repository of structured organic reaction records. describe an organic reaction: reactants, conditions, products, and yield Reactants: COC1=C(CNCC2=C3C(=NC=C2)N(C(=C3)C3=CN(C2=CC(=C(C=C32)OC)OC)C)S(=O)(=O)C3=CC=C(C=C3)C)C=CC(=C1)OC ((2,4-dimethoxybenzyl)[2-(5,6-dimethoxy-1-methyl-1H-indol-3-yl)-1-(toluene-4-sulfonyl)-1H-pyrrolo[2,3-b]pyrid-4-ylmethyl]amine), S1C(=CC=C1)S(=O)(=O)Cl (2-thiophenesulfonyl chloride). Yields the product COC1=C(CN(S(=O)(=O)C=2SC=CC2)CC2=C3C(=NC=C2)N(C(=C3)C3=CN(C2=CC(=C(C=C32)OC)OC)C)S(=O)(=O)C3=CC=C(C=C3)C)C=CC(=C1)OC (thiophene-2-sulfonic acid (2,4-dimethoxybenzyl)[2-(5,6-dimethoxy-1-methyl-1H-indol-3-yl)-1-(toluene-4-sulfonyl)-1H-pyrrolo[2,3-b]pyrid-4-ylmethyl]amide). The yield is 30.5%. Reaction SMILES: [CH3:1][O:2][C:3]1[CH:44]=[C:43]([O:45][CH3:46])[CH:42]=[CH:41][C:4]=1[CH2:5][NH:6][CH2:7][C:8]1[CH:13]=[CH:12][N:11]=[C:10]2[N:14]([S:31]([C:34]3[CH:39]=[CH:38][C:37]([CH3:40])=[CH:36][CH:35]=3)(=[O:33])=[O:32])[C:15]([C:17]3[C:25]4[C:20](=[CH:21][C:22]([O:28][CH3:29])=[C:23]([O:26][CH3:27])[CH:24]=4)[N:19]([CH3:30])[CH:18]=3)=[CH:16][C:9]=12.[S:47]1[CH:51]=[CH:50][CH:49]=[C:48]1[S:52](Cl)(=[O:54])=[O:53]>>[CH3:1][O:2][C:3]1[CH:44]=[C:43]([O:45][CH3:46])[CH:42]=[CH:41][C:4]=1[CH2:5][N:6]([CH2:7][C:8]1[CH:13]=[CH:12][N:11]=[C:10]2[N:14]([S:31]([C:34]3[CH:35]=[CH:36][C:37]([CH3:40])=[CH:38][CH:39]=3)(=[O:33])=[O:32])[C:15]([C:17]3[C:25]4[C:20](=[CH:21][C:22]([O:28][CH3:29])=[C:23]([O:26][CH3:27])[CH:24]=4)[N:19]([CH3:30])[CH:18]=3)=[CH:16][C:9]=12)[S:52]([C:48]1[S:47][CH:51]=[CH:50][CH:49]=1)(=[O:54])=[O:53]. Procedure details: Thiophene-2-sulfonic acid (2,4-dimethoxybenzyl) [2-(5,6-dimethoxy-1-methyl-1H-indol-3-yl)-1-(toluene-4-sulfonyl)-1H-pyrrolo[2,3-b]pyrid-4-ylmethyl]amide is prepared as described in Example 211b starting with 0.80 g of (2,4-dimethoxybenzyl)[2-(5,6-dimethoxy-1-methyl-1H-indol-3-yl)-1-(toluene-4-sulfonyl)-1H-pyrrolo[2,3-b]pyrid-4-ylmethyl]amine and 0.114 g of 2-thiophenesulfonyl chloride instead of the 4-(trifluoromethoxy)benzenesulfonyl chloride used in Example 211b. 0.150 g of thiophene-2-sulfoni... The reactants are FC1(CCC(CC1)COC=1C=C(C=O)C=CC1)F (3-((4,4-difluorocyclohexyl)methoxy)benzaldehyde), CC(C)([O-])C.[K+] (Potassium t-butoxide), solution, C(C)#N (Acetonitrile), [NH4+].[Cl-] (NH4Cl). The solvent is C1CCOC1 (THF), C1CCOC1 (THF), CCOC(=O)C (EtOAc). Run at temperature 0 celsius, time 15 minute. Yields the product FC1(CCC(CC1)COC=1C=C(C=CC1)C(CC#N)O)F (3-(3-((4,4-difluorocyclohexyl)methoxy)phenyl)-3-hydroxypropanenitrile). Reaction SMILES: CC(C)([O-])C.[K+].[C:7](#[N:9])[CH3:8].[F:10][C:11]1([F:27])[CH2:16][CH2:15][CH:14]([CH2:17][O:18][C:19]2[CH:20]=[C:21]([CH:24]=[CH:25][CH:26]=2)[CH:22]=[O:23])[CH2:13][CH2:12]1.[NH4+].[Cl-]>C1COCC1.CCOC(C)=O>[F:10][C:11]1([F:27])[CH2:16][CH2:15][CH:14]([CH2:17][O:18][C:19]2[CH:20]=[C:21]([CH:22]([OH:23])[CH2:8][C:7]#[N:9])[CH:24]=[CH:25][CH:26]=2)[CH2:13][CH2:12]1 |f:0.1,4.5|. Procedure details: Potassium t-butoxide (2.59 mmole, 2.6 ml of a 1.0M solution in THF) was cooled to −50° C. Acetonitrile (0.106 g, 2.59 mmole) was slowly added and stirred for 15 min. Benzaldehyde 143 (0.55 g, 2.16 mmole) in THF (1.0 ml) was added and the reaction was allowed to warm to 0° C. over 30 min. Sat. NH4Cl (20 ml) and EtOAc (30 ml) was added and stirred for 10 min. The organic layer was dried over Na2SO4 and evaporated giving 3-(3-((4,4-difluorocyclohexyl)methoxy)phenyl)-3-hydroxypropanenitrile (144) as... The reactants are [BH4-].[Na+] (sodium borohydride), S(=O)(Cl)Cl (Thionyl chloride), C(#N)CCC(C(=O)O)C1=C(C=CC=C1)C(F)(F)F (4-cyano-2-(2-trifluoromethylphenyl)butanoic acid). Run in C(C)O (ethanol), O1CCCC1 (tetrahydrofuran). Conditions: time 1 hour. Yields the product OCC(CCC#N)C1=C(C=CC=C1)C(F)(F)F (5-hydroxy-4-(2-trifluoromethylphenyl)pentanenitrile). The yield is 78.0%. RXN SMILES: S(Cl)(Cl)=O.[C:5]([CH2:7][CH2:8][CH:9]([C:13]1[CH:18]=[CH:17][CH:16]=[CH:15][C:14]=1[C:19]([F:22])([F:21])[F:20])[C:10](O)=[O:11])#[N:6].[BH4-].[Na+]>O1CCCC1.C(O)C>[OH:11][CH2:10][CH:9]([C:13]1[CH:18]=[CH:17][CH:16]=[CH:15][C:14]=1[C:19]([F:20])([F:21])[F:22])[CH2:8][CH2:7][C:5]#[N:6] |f:2.3|. Procedure: Thionyl chloride (8.25 mL) was added to 4-cyano-2-(2-trifluoromethylphenyl)butanoic acid (2.9 g), and the mixture was heated under reflux. After one hour, concentration under reduced pressure gave an oil. The oil was dissolved in tetrahydrofuran (50 mL) and ethanol (20 mL), and sodium borohydride (855 mg) was added at 0° C. After stirring at room temperature for one hour, the reaction was terminated with water, followed by dilution with ethyl acetate. The organic layer was washed with 1 N hydroc... The reactants are COC([C@@](CO[Si](C)(C)C(C)(C)C)(C)N=C=O)=O ((S)-3-(tert-butyl-dimethyl-silanyloxy)-2-isocyanato-2-methyl-propionic acid methyl ester), [N+](=[N-])=C1C(=NC=N1)C(=O)N (5-diazoimidazole-4-carboxamide). Run in CS(=O)C (DMSO). Run at time 2 hour. The product is COC([C@@](CO[Si](C)(C)C(C)(C)C)(C)N1N=NC=2N(C1=O)C=NC2C(N)=O)=O ((S)-3-(tert-Butyl-dimethyl-silanyloxy)-2-(8-carbamoyl-4-oxo-imidazo[5,1-d][1,2,3,5]tetrazin-3-yl)-2-methyl-propionic acid methyl ester), solid. Yield: 34.0%. Reaction SMILES: [CH3:1][O:2][C:3](=[O:18])[C@:4]([N:15]=[C:16]=[O:17])([CH3:14])[CH2:5][O:6][Si:7]([C:10]([CH3:13])([CH3:12])[CH3:11])([CH3:9])[CH3:8].[N+:19](=[C:21]1[N:25]=[CH:24][N:23]=[C:22]1[C:26]([NH2:28])=[O:27])=[N-:20]>CS(C)=O>[CH3:1][O:2][C:3](=[O:18])[C@:4]([N:15]1[C:16](=[O:17])[N:25]2[CH:24]=[N:23][C:22]([C:26](=[O:27])[NH2:28])=[C:21]2[N:19]=[N:20]1)([CH3:14])[CH2:5][O:6][Si:7]([C:10]([CH3:11])([CH3:12])[CH3:13])([CH3:9])[CH3:8]. Procedure details: To a solution of (S)-3-(tert-butyl-dimethyl-silanyloxy)-2-isocyanato-2-methyl-propionic acid methyl ester (510 mg, 1.86 mmol) in dry DMSO (1.5 mL) was added 5-diazoimidazole-4-carboxamide (135 g, 0.98 mmol) at room temperature under nitrogen. The reaction mixture was stirred for 2 hours whereupon it was poured onto crushed ice. The resultant white precipitate was collected by vacuum filtration. The filter cake was washed with water (2×1 reaction volume), EtOAc (1 reaction volume) and then Et2O (... The reactants are [N+](=O)([O-])C1=C2C=NN(C2=CC=C1)C(=O)OC (methyl 4-nitro-1H-indazole-1-carboxylate), BiCl3, [BH4-].[Na+] (NaBH4). Run in C(C)O (ethanol). Run at time 20 minute. The product is NC1=C2C=NN(C2=CC=C1)C(=O)OC (methyl 4-amino-1H-indazole-1-carboxylate). Yield: 83.7%. RXN SMILES: [N+:1]([C:4]1[CH:12]=[CH:11][CH:10]=[C:9]2[C:5]=1[CH:6]=[N:7][N:8]2[C:13]([O:15][CH3:16])=[O:14])([O-])=O.[BH4-].[Na+]>C(O)C>[NH2:1][C:4]1[CH:12]=[CH:11][CH:10]=[C:9]2[C:5]=1[CH:6]=[N:7][N:8]2[C:13]([O:15][CH3:16])=[O:14] |f:1.2|. Reported procedure: The product of Example 90A (1.66 g, 7.5 mmol) in ethanol (20 mL) was treated with BiCl3 (8.2 g, 2.6 mmol) followed by the addition of NaBH4 (1.13 g, 30.5 mmol). The reaction mixture was stirred at room temperature for 20 minutes, filtered through Celite, and the filtrate was evaporated under reduced pressure. The residue was partitioned between ethyl acetate/dilute NaHCO3 solution. The organic phase was separated, dried over MgSO4, filtered and the filtrate concentrated under reduced pressure to... The reactants are CO, Clc1cccc(-c2nn3ccccc3c2-c2ccnc3ccccc23)n1, [H-], [Na+], CN(C)C=O. The product is COc1cccc(-c2nn3ccccc3c2-c2ccnc3ccccc23)n1. RXN SMILES: [CH3:1][OH:2].[Cl:5][c:6]1[cH:7][cH:8][cH:9][c:10](-[c:12]2[n:13][n:14]3[c:15]([cH:16][cH:17][cH:18][cH:19]3)[c:20]2-[c:21]2[cH:22][cH:23][n:24][c:25]3[cH:26][cH:27][cH:28][cH:29][c:30]23)[n:11]1.[H-:3].[Na+:4].[O:31]=[CH:32][N:33]([CH3:34])[CH3:35]>>[CH3:1][O:2][c:6]1[cH:7][cH:8][cH:9][c:10](-[c:12]2[n:13][n:14]3[c:15]([cH:16][cH:17][cH:18][cH:19]3)[c:20]2-[c:21]2[cH:22][cH:23][n:24][c:25]3[cH:26][cH:27][cH:28][cH:29][c:30]23)[n:11]1.